Dataset: the Open Reaction Database (ORD), a public repository of structured organic reaction records. Task: describe an organic reaction: reactants, conditions, products, and yield Reactants: N1C(=NC2=C1C=C1C=CC=CC1=C2)S (1H-Naphth[2,3-d]imidazole-2-thiol), Cl.ClCC=1NC=CN1 (2-chloromethylimidazole-hydrochloride). Solvent: CN(C=O)C (dimethylformamide). The product is N1C(=NC=C1)CSC1=NC2=C(N1)C=C1C=CC=CC1=C2 (2-[(Imidazole-2-ylmethyl)thio]-1H-naphth[2,3-d]imidazole). Isolated yield 10.7%. Reaction SMILES: [NH:1]1[C:5]2[CH:6]=[C:7]3[C:12](=[CH:13][C:4]=2[N:3]=[C:2]1[SH:14])[CH:11]=[CH:10][CH:9]=[CH:8]3.Cl.Cl[CH2:17][C:18]1[NH:19][CH:20]=[CH:21][N:22]=1>CN(C)C=O>[NH:19]1[CH:20]=[CH:21][N:22]=[C:18]1[CH2:17][S:14][C:2]1[NH:3][C:4]2[CH:13]=[C:12]3[C:7](=[CH:6][C:5]=2[N:1]=1)[CH:8]=[CH:9][CH:10]=[CH:11]3 |f:1.2|. Reported procedure: 1.0 g of 1H-Naphth[2,3-d]imidazole-2-thiol and 0.8 g of 2-chloromethylimidazole-hydrochloride were heated for 11/2 hours at 90° in 20 ml of dimethylformamide. The precipitate formed was filtered off, washed with a small amount of acetonitrile, and dissolved in 2 N sodium bicarbonate solution. The aqueous phase was extracted three times with 30 ml of ethyl acetate. The organic phases were washed with saturated sodium chloride solution, dried over magnesium sulphate, and then concentrated by evapo... The reactants are S(O)(O)(=O)=O (sulfuric acid), peroxide, OO (hydrogen peroxide), S(O)(O)(=O)=O (sulfuric acid), O (water), ON1C(CC(CC1(C)C)O)(C)C (1-oxyl-2,2,6,6-tetramethylpiperidin-4-ol), C1CCCCC1 (cyclohexane). Reagents/catalysts: [Cu] (Copper). Run in C(C)#N (acetonitrile). Yields the product C1(CCCCC1)ON1C(CC(CC1(C)C)O)(C)C (1-Cyclohexyloxy-2,2,6,6-tetramethylpiperidin-4-ol). The yield is 70.0%. As a reaction SMILES: [OH:1][N:2]1[C:7]([CH3:9])([CH3:8])[CH2:6][CH:5]([OH:10])[CH2:4][C:3]1([CH3:12])[CH3:11].S(=O)(=O)(O)O.O.OO.[CH2:21]1[CH2:26][CH2:25][CH2:24][CH2:23][CH2:22]1>[Cu].C(#N)C>[CH:21]1([O:1][N:2]2[C:7]([CH3:8])([CH3:9])[CH2:6][CH:5]([OH:10])[CH2:4][C:3]2([CH3:12])[CH3:11])[CH2:26][CH2:25][CH2:24][CH2:23][CH2:22]1. Reported procedure: Copper powder (0.060 g, 0.944 mmol) is added to a mixture of 5.00 g (29.0 mmol) of 1-oxyl-2,2,6,6-tetramethylpiperidin-4-ol, 44 ml of acetonitrile, and 30 ml of cyclohexane that has been heated to 40 degrees. A portion of a solution of 0.457 g of concentrated sulfuric acid in 3 mol of water is carefully added to the reaction mixture after the mixture is brought to reflux. To the refluxing reaction mixture is added dropwise over 2.5 hours a solution of 7.32 g (108 mmol) of 50% aqueous hydrogen pe...